This data is from the Open Reaction Database (ORD), a public repository of structured organic reaction records. The task is: describe an organic reaction: reactants, conditions, products, and yield Starting materials: C, CCO, CC(C)(C)OC(=O)C(C)(C)c1cccc([N+](=O)[O-])c1, [Pd]. Product: CC(C)(C)OC(=O)C(C)(C)c1cccc(N)c1. Reaction SMILES: [C:23].[CH3:20][CH2:21][OH:22].[N+:1]([O-:2])(=[O:3])[c:4]1[cH:5][c:6]([C:10]([C:11](=[O:12])[O:13][C:14]([CH3:15])([CH3:16])[CH3:17])([CH3:18])[CH3:19])[cH:7][cH:8][cH:9]1.[Pd:24]>>[NH2:1][c:4]1[cH:5][c:6]([C:10]([C:11](=[O:12])[O:13][C:14]([CH3:15])([CH3:16])[CH3:17])([CH3:18])[CH3:19])[cH:7][cH:8][cH:9]1. Reactants: FC1=C(C=CC(=C1)F)[N+](=O)[O-] (2,4-difluoro-1-nitrobenzene), FC(CO)(F)F (2,2,2-trifluoroethanol), C(=O)([O-])[O-].[Cs+].[Cs+] (Cs2CO3). Run in O (water), C1CCOC1 (THF). Run at time 8 hour. Yields the product FC1=CC(=C(C=C1)[N+](=O)[O-])OCC(F)(F)F (4-fluoro-1-nitro-2-[(2,2,2-trifluoroethyl)oxy]benzene). Isolated yield 66.5%. Reaction SMILES: F[C:2]1[CH:7]=[C:6]([F:8])[CH:5]=[CH:4][C:3]=1[N+:9]([O-:11])=[O:10].[F:12][C:13]([F:17])([F:16])[CH2:14][OH:15].C([O-])([O-])=O.[Cs+].[Cs+]>C1COCC1.O>[F:8][C:6]1[CH:5]=[CH:4][C:3]([N+:9]([O-:11])=[O:10])=[C:2]([O:15][CH2:14][C:13]([F:17])([F:16])[F:12])[CH:7]=1 |f:2.3.4|. Reported procedure: A mixture of 2,4-difluoro-1-nitrobenzene (10 g, 62.9 mmol) and 2,2,2-trifluoroethanol (6.29 g, 62.9 mmol) in THF (100 mL) at 25° C. was treated with Cs2CO3 (20.5 g, 62.9 mmol) and stirred for 8 hours before being diluted with the addition of water and extracted with EtOAc. The organic extract was dried (Na2SO4), concentrated, and subjected to flash chromatography (3% EtOAc-petroleum ether) to give 4-fluoro-1-nitro-2-[(2,2,2-trifluoroethyl)oxy]benzene (10 g, 67%) as a yellow solid. MS (m/z) 240.0... Starting materials: C(=O)(OC)CN=C=O (carbomethoxymethylisocyanate), OC1=CC(NC=C1)=O (4-hydroxy-2(1H)-pyridone). The solvent is O1CCOCC1 (dioxane). Run at temperature 90 celsius, time 30 minute. Product: C(=O)(OC)CNC(=O)N1C(C=C(C=C1)O)=O (1-carbomethoxymethylcarbamoyl-4-hydroxy-2(1H)-pyridone). Isolated yield 54.0%. RXN SMILES: [C:1]([CH2:5][N:6]=[C:7]=[O:8])([O:3][CH3:4])=[O:2].[OH:9][C:10]1[CH:15]=[CH:14][NH:13][C:12](=[O:16])[CH:11]=1>O1CCOCC1>[C:1]([CH2:5][NH:6][C:7]([N:13]1[CH:14]=[CH:15][C:10]([OH:9])=[CH:11][C:12]1=[O:16])=[O:8])([O:3][CH3:4])=[O:2]. Procedure: A 2.49 g quantity of carbomethoxymethylisocyanate was added to a suspension of 2.00 g of 4-hydroxy-2(1H)-pyridone in 60 ml of dioxane, and the mixture was stirred at 90° C. for 30 minutes. The solvent was distilled off, and ether was added to the residue. The precipitate thus formed was filtered, giving 2.20 g of the title compound in a yield of 54%. Product: CN(C)CC=1C=C(C=CC1)NC=1SC(=CN1)C1=CSC=C1 ((3-Dimethylaminomethyl-phenyl)-(5-thiophen-3-yl-thiazol-2-yl)-amine). Reaction SMILES: [Si](Br)(C)(C)C.CS(C)=O.[S:10]1[CH:14]=[CH:13][C:12]([CH2:15][CH:16]=O)=[CH:11]1.[CH3:18][N:19]([CH2:21][C:22]1[CH:23]=[C:24]([NH:28][C:29]2[S:30]C(C3C=CC=CC=3)=C[N:33]=2)[CH:25]=[CH:26][CH:27]=1)[CH3:20]>CC#N>[CH3:20][N:19]([CH2:21][C:22]1[CH:23]=[C:24]([NH:28][C:29]2[S:30][C:15]([C:12]3[CH:13]=[CH:14][S:10][CH:11]=3)=[CH:16][N:33]=2)[CH:25]=[CH:26][CH:27]=1)[CH3:18]. Run at temperature 0 celsius, time 50 minute. Starting materials: CN(C)CC=1C=C(C=CC1)NC=1SC(=CN1)C1=CC=CC=C1 ((3-Dimethylaminomethyl-phenyl)-(5-phenyl-thiazol-2-yl)-amine), [Si](C)(C)(C)Br (Me3SiBr), CS(=O)C (DMSO), S1C=C(C=C1)CC=O (3-thiophenylacetaldehyde). Procedure details: Me3SiBr (0.23 mL, 1.75 mmol, 1.1 equiv) and DMSO (0.12 mL, 1.75 mmol, 1.1 equiv) are added sequentially and dropwise to a cold (−35° C.) solution of 3-thiophenylacetaldehyde (200 mg, 1.59 mmol) in CH3CN (3.0 mL), under an argon atmosphere. The resulting mixture is allowed to warm to 0° C., to stir for 50 min, then to warm to room temperature and to stir for 10 min. CH3CN (5.0 mL) is added to the reaction mixture, followed by addition of (3-dimethylaminomethyl-phenyl)-thiourea (Example 2) (333 mg... Solvent: CC#N (CH3CN), CC#N (CH3CN). Starting materials: FC=1C=C2N=C3CCCC(C3=C(C2=CC1)NCC1=C(C=CC=C1)C(F)(F)F)=O (3,4-dihydro-6-fluoro-9-(2-trifluoromethylbenzylamino)acridin-1(2H)-one), solution, [H-].[Al+3].[Li+].[H-].[H-].[H-] (lithium aluminium hydride). The solvent is O1CCCC1 (tetrahydrofuran), C1CCOC1 (THF). Reaction conditions: time 0.5 hour. Product: FC=1C=C2N=C3CCCC(C3=C(C2=CC1)NCC1=C(C=CC=C1)C(F)(F)F)O (6-Fluoro-1,2,3,4-tetrahydro-9-(2-trifluoromethylbenzylamino)acridin-1-ol). Isolated yield 89.0%. As a reaction SMILES: [F:1][C:2]1[CH:3]=[C:4]2[C:13](=[CH:14][CH:15]=1)[C:12]([NH:16][CH2:17][C:18]1[CH:23]=[CH:22][CH:21]=[CH:20][C:19]=1[C:24]([F:27])([F:26])[F:25])=[C:11]1[C:6]([CH2:7][CH2:8][CH2:9][C:10]1=[O:28])=[N:5]2.[H-].[Al+3].[Li+].[H-].[H-].[H-]>O1CCCC1>[F:1][C:2]1[CH:3]=[C:4]2[C:13](=[CH:14][CH:15]=1)[C:12]([NH:16][CH2:17][C:18]1[CH:23]=[CH:22][CH:21]=[CH:20][C:19]=1[C:24]([F:25])([F:27])[F:26])=[C:11]1[C:6]([CH2:7][CH2:8][CH2:9][CH:10]1[OH:28])=[N:5]2 |f:1.2.3.4.5.6|. Procedure details: To a cooled solution of 5.7 g of 3,4-dihydro-6-fluoro-9-(2-trifluoromethylbenzylamino)acridin-1(2H)-one in 80 ml of tetrahydrofuran was added 7.5 ml of 1 molar solution of lithium aluminium hydride in THF. This was stirred for 0.5 hour and then quenched with 6 ml of saturated ammonium chloride solution. The inorganics were filtered, rinsed with ethyl acetate and the combined organics were dried over anhydrous magnesium sulfate. This was concentrated to a solid which was triturated with ether to ... Starting materials: CC1=CC=CC(=N1)C=1C(=C2N(N1)CCC2)C(=O)O (2-(6-methyl-pyridin-2-yl)-5,6-dihydro-4H-pyrrolo[1,2-b]pyrazole-3-carboxylic acid), BrNC(CCC(=O)N)=O (N-bromosuccinamide). The solvent is C(C)(=O)OCC (ethyl acetate), CN(C=O)C (N,N-dimethylformamide). Run at time 16 hour. The product is BrC1=C2N(N=C1C1=NC(=CC=C1)C)CCC2 (3-Bromo-2-(6-methyl-pyridin-2-yl)-5,6-dihydro-4H-pyrrolo[1,2-b]pyrazole). Reaction SMILES: [CH3:1][C:2]1[N:7]=[C:6]([C:8]2[C:9](C(O)=O)=[C:10]3[CH2:15][CH2:14][CH2:13][N:11]3[N:12]=2)[CH:5]=[CH:4][CH:3]=1.[Br:19]NC(=O)CCC(N)=O>CN(C)C=O.C(OCC)(=O)C>[Br:19][C:9]1[C:8]([C:6]2[CH:5]=[CH:4][CH:3]=[C:2]([CH3:1])[N:7]=2)=[N:12][N:11]2[CH2:13][CH2:14][CH2:15][C:10]=12. Procedure details: A solution of 2-(6-methyl-pyridin-2-yl)-5,6-dihydro-4H-pyrrolo[1,2-b]pyrazole-3-carboxylic acid (1.4 g, 5.8 mmol) in N,N-dimethylformamide (20 mL) is treated with N-bromosuccinamide (1 g, 5.6 mmol) and stirred at room temperature for 16 h. The mixture is diluted with ethyl acetate and washed three times with water, once with brine, dried (sodium sulfate), filtered, and concentrated in vacuo to yield the title compound, 1.5 g (94%), as light yellow solid.